From a dataset of the Open Reaction Database (ORD), a public repository of structured organic reaction records. describe an organic reaction: reactants, conditions, products, and yield Starting materials: ClCCl, CC(=O)COc1ccc(CCNC(=O)OC(C)(C)C)cc1, O=C(O)C(F)(F)F. Product: CC(=O)COc1ccc(CCN)cc1. RXN SMILES: [Cl:29][CH2:30][Cl:31].[O:8]=[C:9]([CH2:10][O:11][c:12]1[cH:13][cH:14][c:15]([CH2:18][CH2:19][NH:20][C:21](=[O:22])[O:23][C:24]([CH3:25])([CH3:26])[CH3:27])[cH:16][cH:17]1)[CH3:28].[OH:1][C:2]([C:3]([F:4])([F:5])[F:6])=[O:7]>>[O:8]=[C:9]([CH2:10][O:11][c:12]1[cH:13][cH:14][c:15]([CH2:18][CH2:19][NH2:20])[cH:16][cH:17]1)[CH3:28].